Dataset: the Open Reaction Database (ORD), a public repository of structured organic reaction records. Task: describe an organic reaction: reactants, conditions, products, and yield Reactants: O=C1CCC(=O)N1Br, CCOC(=O)c1cncn1-c1ccc(C)cc1C, CN(C)C=O, O. The product is CCOC(=O)c1c(Br)ncn1-c1ccc(C)cc1C. As a reaction SMILES: [Br:19][N:20]1[C:21](=[O:22])[CH2:23][CH2:24][C:25]1=[O:26].[CH3:1][c:2]1[c:3](-[n:9]2[cH:10][n:11][cH:12][c:13]2[C:14](=[O:15])[O:16][CH2:17][CH3:18])[cH:4][cH:5][c:6]([CH3:8])[cH:7]1.[O:27]=[CH:28][N:29]([CH3:30])[CH3:31].[OH2:32]>>[CH3:1][c:2]1[c:3](-[n:9]2[cH:10][n:11][c:12]([Br:19])[c:13]2[C:14](=[O:15])[O:16][CH2:17][CH3:18])[cH:4][cH:5][c:6]([CH3:8])[cH:7]1. Reactants: Cl.COC(C(CCCCCC#C)N)=O (2-Amino-non-8-ynoic acid methyl ester hydrochloride), N#CN (cyanamide). The product is Cl.C(CCCCC#C)C=1N=C(NC1)N (4-Hept-6-ynyl-1H-imidazol-2-ylamine hydrochloride). Yield: 53.0%. RXN SMILES: [ClH:1].CO[C:4](=O)[CH:5]([NH2:13])[CH2:6][CH2:7][CH2:8][CH2:9][CH2:10][C:11]#[CH:12].[N:15]#[C:16][NH2:17]>>[ClH:1].[CH2:6]([C:5]1[N:13]=[C:16]([NH2:17])[NH:15][CH:4]=1)[CH2:7][CH2:8][CH2:9][CH2:10][C:11]#[CH:12] |f:0.1,3.4|. Procedure details: 2-Amino-non-8-ynoic acid methyl ester hydrochloride (2.02 g, 9.20 mmol) was treated to an Akabori reduction followed by a cyanamide condensation employing conditions previously reported to produce 4-Hept-6-ynyl-1H-imidazol-2-ylamine hydrochloride (1.04 g, 53%) as a pale yellow solid (Olofson et al., Journal of Organic Chemistry 1997, 62, (23), 7918-7919). 1H NMR (300 MHz, CD3OD) δ 6.17 (s, 1H), δ 2.19 (t, 2H), δ 1.90 (t, 1H), δ 1.86 (m, 2H), δ 1.24-1.13 (m, 6H) ppm; 13C NMR (75 MHz, CD3OD) δ 147... Starting materials: ice, OC=C1C(NC2=CC=C(C=C12)C(=O)C=1C=C(C=CC1)NC(=O)C=1N(N=C(C1)C)CC)=O (2-Ethyl-5-methyl-2H-pyrazole-3-carboxylic acid [3-(3-hydroxymethylene-2-oxo-2,3-dihydro-1H-indole-5-carbonyl)-phenyl]-amide), NC1=CC=C(C=C1)CC(=O)O (4-aminophenylacetic acid). The solvent is Hexanes, C1CCOC1 (THF). Conditions: temperature 65 celsius, time 24 hour. Yields the product C(C)N1N=C(C=C1C(=O)NC=1C=C(C(=O)C=2C=C3C(C(NC3=CC2)=O)=CNC2=CC=C(C=C2)CC(=O)O)C=CC1)C ({4-[(5-{3-[(2-Ethyl-5-methyl-2H-pyrazole-3-carbonyl)-amino]-benzoyl}-2-oxo-1,2-dihydro-indol-3-ylidenemethyl)-amino]-phenyl}-acetic acid). As a reaction SMILES: O[CH:2]=[C:3]1[C:11]2[C:6](=[CH:7][CH:8]=[C:9]([C:12]([C:14]3[CH:15]=[C:16]([NH:20][C:21]([C:23]4[N:24]([CH2:29][CH3:30])[N:25]=[C:26]([CH3:28])[CH:27]=4)=[O:22])[CH:17]=[CH:18][CH:19]=3)=[O:13])[CH:10]=2)[NH:5][C:4]1=[O:31].[NH2:32][C:33]1[CH:38]=[CH:37][C:36]([CH2:39][C:40]([OH:42])=[O:41])=[CH:35][CH:34]=1>C1COCC1>[CH2:29]([N:24]1[C:23]([C:21]([NH:20][C:16]2[CH:15]=[C:14]([CH:19]=[CH:18][CH:17]=2)[C:12]([C:9]2[CH:8]=[C:7]3[C:6](=[CH:11][CH:10]=2)[NH:5][C:4](=[O:31])[C:3]3=[CH:2][NH:32][C:33]2[CH:34]=[CH:35][C:36]([CH2:39][C:40]([OH:42])=[O:41])=[CH:37][CH:38]=2)=[O:13])=[O:22])=[CH:27][C:26]([CH3:28])=[N:25]1)[CH3:30]. Procedure details: A small screw cap test tube was charged with 2-Ethyl-5-methyl-2H-pyrazole-3-carboxylic acid [3-(3-hydroxymethylene-2-oxo-2,3-dihydro-1H-indole-5-carbonyl)-phenyl]-amide (as prepared in Example 1, 30 mg, 0.072 mmol) and THF (1 mL). To the resulting solution was added 4-aminophenylacetic acid (16.4 mg, 0.1082 mmol), and the mixture was stirred for 24 h at 65° C. Subsequently, the reaction mixture was cooled to room temperature. Hexanes were added to the reaction mixture. The solid precipitate that... Starting materials: BrC=1C=NC=NC1 (5-bromopyrimidine), C(C)OC(=C)[Sn](CCCC)(CCCC)CCCC ((1-ethoxyvinyl)tributyltin), BrN1C(CCC1=O)=O (N-Bromosuccinimide). The reagents and catalysts are C=1C=CC(=CC1)[P](C=2C=CC=CC2)(C=3C=CC=CC3)[Pd]([P](C=4C=CC=CC4)(C=5C=CC=CC5)C=6C=CC=CC6)([P](C=7C=CC=CC7)(C=8C=CC=CC8)C=9C=CC=CC9)[P](C=1C=CC=CC1)(C=1C=CC=CC1)C=1C=CC=CC1 (tetrakis(triphenylphosphine)palladium). Run in C1(=CC=CC=C1)C (toluene), C1CCOC1 (THF), O (water). Reaction conditions: time 0.5 hour. Yields the product BrCC(=O)C=1C=NC=NC1 (5-Bromoacetylpyrimidine). Yield: 93.4%. As a reaction SMILES: Br[C:2]1[CH:3]=[N:4][CH:5]=[N:6][CH:7]=1.[CH2:8]([O:10]C([Sn](CCCC)(CCCC)CCCC)=C)[CH3:9].[Br:26]N1C(=O)CCC1=O>C1(C)C=CC=CC=1.C1COCC1.O.C1C=CC([P]([Pd]([P](C2C=CC=CC=2)(C2C=CC=CC=2)C2C=CC=CC=2)([P](C2C=CC=CC=2)(C2C=CC=CC=2)C2C=CC=CC=2)[P](C2C=CC=CC=2)(C2C=CC=CC=2)C2C=CC=CC=2)(C2C=CC=CC=2)C2C=CC=CC=2)=CC=1>[Br:26][CH2:9][C:8]([C:2]1[CH:3]=[N:4][CH:5]=[N:6][CH:7]=1)=[O:10] |^1:50,52,71,90|. Reported procedure: A mixture of 5-bromopyrimidine (2.20 g, 13.85 mmol), (1-ethoxyvinyl)tributyltin (5.00 g, 13.85 mmol), and tetrakis(triphenylphosphine)palladium (1.60 g, 1.38 mmol) in toluene (20 ml) was refluxed for 29 h, and then cooled to room temperature. The mixture was filtered through a pad of Celite and the filtrate was concentrated to give an oily residue. The residue was diluted with THF (30 ml) and water (8 ml). N-Bromosuccinimide (2.96 g, 16.61 mmol) was added at 0° C. The resulting mixture was stirr... Reactants: C(C)C=1C=C(C(=NC1C)OC)NC(OC1=CC=CC=C1)=O (Phenyl N-(5-ethyl-6-methyl-2-methoxypyridin-3-yl)carbamate), C(=C)(C)C1=C(C=CC=C1)N1CCNCC1 (1-(2-isopropenylphenyl)piperazine). Product: C(C)C=1C=C(C(=NC1C)OC)NC(=O)N1CCN(CC1)C1=C(C=CC=C1)C(=C)C (1-[(5-Ethyl-6-methyl-2-methoxypyridin-3-yl)aminocarbonyl]-4-(2-isopropenylphenyl)piperazine). Yield: 51.0%. As a reaction SMILES: [CH2:1]([C:3]1[CH:4]=[C:5]([NH:12][C:13](=[O:21])OC2C=CC=CC=2)[C:6]([O:10][CH3:11])=[N:7][C:8]=1[CH3:9])[CH3:2].[C:22]([C:25]1[CH:30]=[CH:29][CH:28]=[CH:27][C:26]=1[N:31]1[CH2:36][CH2:35][NH:34][CH2:33][CH2:32]1)([CH3:24])=[CH2:23]>>[CH2:1]([C:3]1[CH:4]=[C:5]([NH:12][C:13]([N:34]2[CH2:35][CH2:36][N:31]([C:26]3[CH:27]=[CH:28][CH:29]=[CH:30][C:25]=3[C:22]([CH3:24])=[CH2:23])[CH2:32][CH2:33]2)=[O:21])[C:6]([O:10][CH3:11])=[N:7][C:8]=1[CH3:9])[CH3:2]. Reported procedure: Phenyl N-(5-ethyl-6-methyl-2-methoxypyridin-3-yl)carbamate and 1-(2-isopropenylphenyl)piperazine were reacted by the same way with the example 1 to obtain the titled compound. The reactants are CCOC(=O)c1c(NC)cc2ccccn12, O=N[O-], [Na+], [Na+], [OH-], O. Yields the product CCOC(=O)c1c(NC)c(N=O)c2ccccn12. Reaction SMILES: [CH3:1][NH:2][c:3]1[cH:4][c:5]2[cH:6][cH:7][cH:8][cH:9][n:10]2[c:11]1[C:12](=[O:13])[O:14][CH2:15][CH3:16].[N:17](=[O:18])[O-:19].[Na+:20].[Na+:22].[OH-:21].[OH2:23]>>[CH3:1][NH:2][c:3]1[c:4]([N:17]=[O:18])[c:5]2[cH:6][cH:7][cH:8][cH:9][n:10]2[c:11]1[C:12](=[O:13])[O:14][CH2:15][CH3:16].